This data is from the Open Reaction Database (ORD), a public repository of structured organic reaction records. The task is: describe an organic reaction: reactants, conditions, products, and yield The reactants are CC1(C(NC2=CC(=CC=C12)O)=O)C (1,3-Dihydro-3,3-dimethyl-6-hydroxy-2H-indol-2-one), [N+](=O)(O)[O-] (nitric acid). The solvent is ice water. Conditions: time 10 minute. Product: CC1(C(NC2=CC(=C(C=C12)[N+](=O)[O-])O)=O)C (1,3-Dihydro-3,3-dimethyl-6-hydroxy-5-nitro-2H-indol-2-one). RXN SMILES: [CH3:1][C:2]1([CH3:13])[C:10]2[C:5](=[CH:6][C:7]([OH:11])=[CH:8][CH:9]=2)[NH:4][C:3]1=[O:12].[N+:14]([O-])([OH:16])=[O:15]>>[CH3:1][C:2]1([CH3:13])[C:10]2[C:5](=[CH:6][C:7]([OH:11])=[C:8]([N+:14]([O-:16])=[O:15])[CH:9]=2)[NH:4][C:3]1=[O:12]. Reported procedure: 4.5 g. 1,3-Dihydro-3,3-dimethyl-6-hydroxy-2H-indol-2-one were added portionwise, with vigorous stirring, to 35 ml. 65% nitric acid which was cooled with a mixture of ice and salt. The reaction mixture was further stirred in the cold for 10 minutes, diluted with ice/water to 150 ml. and the crystalline precipitate filtered off with suction and subsequently washed with water to give 4.1 g. (73% of theory) of the title compound in the form of yellow crystals; m.p. 244°-247° C. Reactants: N1=C(C=NC2=CC=CC=C12)C=O (2-quinoxalinecarboxaldehyde), N1(N=CC=C1)C1=CC=C(C=O)C=C1 (4-(1H-pyrazol-1-yl)-benzaldehyde). Product: N1=C(C=NC2=CC=CC=C12)/C=C/C=O ((2E)-3-(2-quinoxalinyl)-2-propenal). Reaction SMILES: [N:1]1[C:10]2[C:5](=[CH:6][CH:7]=[CH:8][CH:9]=2)[N:4]=[CH:3][C:2]=1[CH:11]=O.N1(C2C=C[C:21]([CH:22]=[O:23])=CC=2)C=CC=N1>>[N:1]1[C:10]2[C:5](=[CH:6][CH:7]=[CH:8][CH:9]=2)[N:4]=[CH:3][C:2]=1/[CH:11]=[CH:21]/[CH:22]=[O:23]. Procedure: The title compound is prepared by a procedure analogous to Reference Example 30 by substituting 2-quinoxalinecarboxaldehyde (prepared as described in J. Chem. Soc. 1956, 2052) for the 4-(1H-pyrazol-1-yl)-benzaldehyde of Reference Example 30. MS 185 (M+H)+. Starting materials: Cl.COC=1C=C2CCC3(NCCCC3)CC2=CC1OC (3,4-Dihydro-6,7-dimethoxyspiro[naphthalene-2(1H),2'-piperidine] hydrochloride), C([O-])([O-])=O.[K+].[K+] (potassium carbonate), C(C1=CC=CC=C1)Br (benzyl bromide). The solvent is CN(C)C=O (DMF). The product is COC=1C=C2CCC3(N(CCCC3)CC3=CC=CC=C3)CC2=CC1OC (3,4-dihydro-6,7-dimethoxy-1'-benzylspiro[naphthalene-2(1H),2'-piperidine]). As a reaction SMILES: Cl.[CH3:2][O:3][C:4]1[CH:5]=[C:6]2[C:16](=[CH:17][C:18]=1[O:19][CH3:20])[CH2:15][C:9]1([CH2:14][CH2:13][CH2:12][CH2:11][NH:10]1)[CH2:8][CH2:7]2.C(=O)([O-])[O-].[K+].[K+].[CH2:27](Br)[C:28]1[CH:33]=[CH:32][CH:31]=[CH:30][CH:29]=1>CN(C=O)C>[CH3:2][O:3][C:4]1[CH:5]=[C:6]2[C:16](=[CH:17][C:18]=1[O:19][CH3:20])[CH2:15][C:9]1([CH2:14][CH2:13][CH2:12][CH2:11][N:10]1[CH2:27][C:28]1[CH:33]=[CH:32][CH:31]=[CH:30][CH:29]=1)[CH2:8][CH2:7]2 |f:0.1,2.3.4|. Procedure: 3,4-Dihydro-6,7-dimethoxyspiro[naphthalene-2(1H),2'-piperidine] hydrochloride (10 mg) was treated with potassium carbonate (10 g) and benzyl bromide (4 ml) in DMF (300 ml) at 60° C. for 2 hours. The reaction product was extracted with ethyl acetate-water, washed with water, dried, and concentrated. Purification with silica gel column chromatography (eluent; ethyl acetate) gave 3,4-dihydro-6,7-dimethoxy-1'-benzylspiro[naphthalene-2(1H),2'-piperidine] (10.8 g) which was dissolved in hydrobromic ac...